describe an organic reaction: reactants, conditions, products, and yield From a dataset of the Open Reaction Database (ORD), a public repository of structured organic reaction records. Reactants: C(C1=CC=CC=C1)(=O)N1CC2C=3C(=CC=CC13)C=CC2 (1-benzoyl-1,2,2a,3-tetrahydrobenz[cd]indole), ClC1=CC(=CC=C1)C(=O)OO (m-chloroperbenzoic acid). Run in C(Cl)(Cl)Cl (chloroform), C(Cl)(Cl)Cl (chloroform), O (water), C(Cl)(Cl)Cl (chloroform). Conditions: time 4 hour. Product: C(C1=CC=CC=C1)(=O)N1CC2C=3C(=CC=CC13)C1C(C2)O1 (1-benzoyl-4,5-epoxy-1,2,2a,3,4,5-hexahydrobenz[cd]indole). As a reaction SMILES: [C:1]([N:9]1[C:17]2[CH:16]=[CH:15][CH:14]=[C:13]3[CH:18]=[CH:19][CH2:20][CH:11]([C:12]=23)[CH2:10]1)(=[O:8])[C:2]1[CH:7]=[CH:6][CH:5]=[CH:4][CH:3]=1.ClC1C=CC=C(C(OO)=[O:29])C=1>O.C(Cl)(Cl)Cl>[C:1]([N:9]1[C:17]2[CH:16]=[CH:15][CH:14]=[C:13]3[CH:18]4[O:29][CH:19]4[CH2:20][CH:11]([C:12]=23)[CH2:10]1)(=[O:8])[C:2]1[CH:3]=[CH:4][CH:5]=[CH:6][CH:7]=1. Procedure: A solution was prepared from 2.71 g. of 1-benzoyl-1,2,2a,3-tetrahydrobenz[cd]indole in 100 ml. of chloroform. A second solution containing 2.1 g. of 85% m-chloroperbenzoic acid in 100 ml. of chloroform was added. The reaction mixture was stirred at ambient temperature for 41/4 hours. TLC of an aliquot of the solution indicated that most of the starting material had been comsumed. The reaction mixture was diluted with water and the organic layer washed with 1N aqueous sodium hydroxide, with water...